Dataset: the Open Reaction Database (ORD), a public repository of structured organic reaction records. Task: describe an organic reaction: reactants, conditions, products, and yield Starting materials: CCOC(=O)C (EtOAc), C(C)(C)(C)OC(=O)N[C@@H](CI)C(=O)OC (methyl N-(tert-butoxycarbonyl)-3-iodo-L-alaninate), ClC1=CC=C(C=C1)CC(C)=O (4-chlorophenylacetone), C([O-])([O-])=O.[Cs+].[Cs+] (cesium carbonate). Run in CN(C=O)C (N,N-dimethylformamide). Reaction conditions: time 4 hour. Yields the product C(C)(C)(C)OC(=O)NC(C(=O)OC)CC(C(C)=O)C1=CC=C(C=C1)Cl (Methyl 2-[(tert-butoxycarbonyl)amino]-4-(4-chlorophenyl)-5-oxohexanoate). As a reaction SMILES: [C:1]([O:5][C:6]([NH:8][C@H:9]([C:12]([O:14][CH3:15])=[O:13])[CH2:10]I)=[O:7])([CH3:4])([CH3:3])[CH3:2].[Cl:16][C:17]1[CH:22]=[CH:21][C:20]([CH2:23][C:24](=[O:26])[CH3:25])=[CH:19][CH:18]=1.C(=O)([O-])[O-].[Cs+].[Cs+].CCOC(C)=O>CN(C)C=O>[C:1]([O:5][C:6]([NH:8][CH:9]([CH2:10][CH:23]([C:20]1[CH:21]=[CH:22][C:17]([Cl:16])=[CH:18][CH:19]=1)[C:24](=[O:26])[CH3:25])[C:12]([O:14][CH3:15])=[O:13])=[O:7])([CH3:4])([CH3:3])[CH3:2] |f:2.3.4|. Procedure: To a solution of methyl N-(tert-butoxycarbonyl)-3-iodo-L-alaninate (215 g, 652 mmol) and 4-chlorophenylacetone (100 g, 593 mmol) in dry N,N-dimethylformamide (1.5 L) was added cesium carbonate (483 g, 1483 mmol) at room temperature. After 4 h, the mixture was then added to a stirring solution of pH 7 buffer and EtOAc. The aqeuous layer was extracted with EtOAc and the combined organics were washed with pH 7 buffer, dried over sodium sulfate, filtered and concentrated. The crude product was purif... Starting materials: CN1C=C(C2=CC=CC=C12)C=1OC(=CN1)C=1C=C2C=CC(=CC2=CC1)OCC(=O)OC (methyl ({6-[2-(1-methyl-1H-indol-3-yl)-1,3-oxazol-5-yl]-2-naphthyl}oxy)acetate), [OH-].[Na+] (NaOH), Cl (HCl). The solvent is C1CCOC1 (THF), CO (methanol), O (H2O). Reaction conditions: time 8 hour. Yields the product CN1C=C(C2=CC=CC=C12)C=1OC(=CN1)C=1C=C2C=CC(=CC2=CC1)OCC(=O)O (({6-[2-(1-Methyl-1H-indol-3-yl)-1,3-oxazol-5-yl]-2-naphthyl}oxy)acetic acid). The yield is 59.2%. As a reaction SMILES: [CH3:1][N:2]1[C:10]2[C:5](=[CH:6][CH:7]=[CH:8][CH:9]=2)[C:4]([C:11]2[O:12][C:13]([C:16]3[CH:17]=[C:18]4[C:23](=[CH:24][CH:25]=3)[CH:22]=[C:21]([O:26][CH2:27][C:28]([O:30]C)=[O:29])[CH:20]=[CH:19]4)=[CH:14][N:15]=2)=[CH:3]1.[OH-].[Na+].Cl>C1COCC1.CO.O>[CH3:1][N:2]1[C:10]2[C:5](=[CH:6][CH:7]=[CH:8][CH:9]=2)[C:4]([C:11]2[O:12][C:13]([C:16]3[CH:17]=[C:18]4[C:23](=[CH:24][CH:25]=3)[CH:22]=[C:21]([O:26][CH2:27][C:28]([OH:30])=[O:29])[CH:20]=[CH:19]4)=[CH:14][N:15]=2)=[CH:3]1 |f:1.2|. Reported procedure: A mixture of methyl ({6-[2-(1-methyl-1H-indol-3-yl)-1,3-oxazol-5-yl]-2-naphthyl}oxy)acetate (254 mg, 0.925 mmol), prepared in the previous step, and 1N NaOH (925 μL, 0.925 mmol) in 30 mL of THF, 30 mL of methanol and 10 mL of H2O was stirred at room temperature for 16 h (overnight). The reaction was acidified by the addition of 1.0 mL of 1N HCl and then concentrated under reduced pressure to remove the THF and methanol. The yellow solid that formed was collected by filtration, rinsed with water ... Starting materials: BrCC(=O)O (bromoacetic acid), COCCOCCO (diethylene glycol monomethyl ether), O.C1(=CC=C(C=C1)S(=O)(=O)O)C (p-toluenesulphonic acid monohydrate), O (water), O (water). Run in C1(=CC=CC=C1)C (toluene). The product is BrCC(=O)OCCOCCOC (2-(2-methoxyethoxy)ethyl bromoacetate). RXN SMILES: [Br:1][CH2:2][C:3]([OH:5])=[O:4].[CH3:6][O:7][CH2:8][CH2:9][O:10][CH2:11][CH2:12]O.O.C1(C)C=CC(S(O)(=O)=O)=CC=1.O>C1(C)C=CC=CC=1>[Br:1][CH2:2][C:3]([O:5][CH2:12][CH2:11][O:10][CH2:9][CH2:8][O:7][CH3:6])=[O:4] |f:2.3|. Procedure: A solution of 13.9 g (0.1 mmol) of bromoacetic acid in 40 ml of toluene was treated with 11.8 ml (0.1 mol) of diethylene glycol monomethyl ether and 0.8 g of p-toluenesulphonic acid monohydrate. The mixture was heated under reflux on a water separator until water no longer separated. The reaction mixture was washed in succession with water, saturated sodium bicarbonate solution and water. The organic phase was dried over sodium sulphate and concentrated. Flash chromatography of the residue on 50... Starting materials: COC(=O)c1cc(N)cc2c1OCCCO2, CCOC(C)=O, O=C(O)c1cc2cc(Cl)ccc2[nH]1, CN(C)C=O, O. Product: COC(=O)c1cc(NC(=O)c2cc3cc(Cl)ccc3[nH]2)cc2c1OCCCO2. As a reaction SMILES: [CH3:1][O:2][C:3](=[O:4])[c:5]1[cH:6][c:7]([NH2:16])[cH:8][c:9]2[c:15]1[O:14][CH2:13][CH2:12][CH2:11][O:10]2.[CH3:35][CH2:36][O:37][C:38]([CH3:39])=[O:40].[Cl:17][c:18]1[cH:19][c:20]2[cH:21][c:22]([C:27](=[O:28])[OH:29])[nH:23][c:24]2[cH:25][cH:26]1.[O:30]=[CH:31][N:32]([CH3:33])[CH3:34].[OH2:41]>>[CH3:1][O:2][C:3](=[O:4])[c:5]1[cH:6][c:7]([NH:16][C:27]([c:22]2[cH:21][c:20]3[cH:19][c:18]([Cl:17])[cH:26][cH:25][c:24]3[nH:23]2)=[O:28])[cH:8][c:9]2[c:15]1[O:14][CH2:13][CH2:12][CH2:11][O:10]2. Starting materials: C(C)C(C(=O)O)(C(=O)O)C(C)CC (ethyl 2-(2-butyl)malonic acid), S(=O)(Cl)Cl (Thionyl chloride), Cl (HCl). Run in C(C)OCC (ethyl ether). Product: C(C)C(C(=O)Cl)(C(=O)Cl)C(C)CC (Ethyl 2-(2-Butyl)malonyl Chloride). Reaction SMILES: [CH2:1]([C:3]([CH:10]([CH2:12][CH3:13])[CH3:11])([C:7](O)=[O:8])[C:4](O)=[O:5])[CH3:2].S(Cl)([Cl:16])=O.[ClH:18]>C(OCC)C>[CH2:1]([C:3]([CH:10]([CH2:12][CH3:13])[CH3:11])([C:7]([Cl:16])=[O:8])[C:4]([Cl:18])=[O:5])[CH3:2]. Reported procedure: To dry ethyl ether (55.0 ml) under nitrogen was added ethyl 2-(2-butyl)malonic acid (55.0 g, 0.29 mole). Thionyl chloride (32.0 ml, 52.5 g, 0.44 mole) was added dropwise with stirring. The solution was heated to 50° C. for 2 hours under nitrogen, at which time no further HCl was evolved.